Task: describe an organic reaction: reactants, conditions, products, and yield. Dataset: the Open Reaction Database (ORD), a public repository of structured organic reaction records The reactants are OC1C(N(CC1)CC(=O)OCC)=O (ethyl (R/S)-2-(3-hydroxy-2-oxo-1-pyrrolidinyl)-acetate), solution, CN (methylamine). Solvent: O (water). Reaction conditions: time 1 hour. The product is CNC(CN1C(C(CC1)O)=O)=O (N-methyl-2-(3-hydroxy-2-oxo-1-pyrrolidinyl)-acetamide). Reaction SMILES: [OH:1][CH:2]1[CH2:6][CH2:5][N:4]([CH2:7][C:8](OCC)=[O:9])[C:3]1=[O:13].[CH3:14][NH2:15]>O>[CH3:14][NH:15][C:8](=[O:9])[CH2:7][N:4]1[CH2:5][CH2:6][CH:2]([OH:1])[C:3]1=[O:13]. Reported procedure: 1.0 g of ethyl (R/S)-2-(3-hydroxy-2-oxo-1-pyrrolidinyl)-acetate is treated with 10 ml of a 40% solution of methylamine in water. After stirring at room temperature for 1 hour, the mixture is evaporated. The residue is shaken five times with acetonitrile in order to remove the water, whereupon in each case it is again evaporated. The residue is treated with diethyl ether. By filtration there is isolated N-methyl-2-(3-hydroxy-2-oxo-1-pyrrolidinyl)-acetamide of melting point 129°-130.5°. Starting materials: Grignard reagent, 6-bromine 1-hexen, COC1=CC(=C(C=C1)C(CC1=CC=C(C=C1)OC)=O)SC (1-(4-methoxy-2-methylthiophenyl)-2-(4-methoxyphenyl)ethanon). Solvent: O1CCCC1 (tetrahydrofuran). The product is OC(CC1=CC=C(C=C1)OC)(CCCCC=C)C1=C(C=C(C=C1)OC)SC (2-hydroxy-2-(4-methoxy-2-methylthiophenyl)-1-(4-methoxyphenyl)-oct-7-en). As a reaction SMILES: [CH3:1][O:2][C:3]1[CH:8]=[CH:7][C:6]([C:9](=[O:19])[CH2:10][C:11]2[CH:16]=[CH:15][C:14]([O:17][CH3:18])=[CH:13][CH:12]=2)=[C:5]([S:20][CH3:21])[CH:4]=1>O1CCCC1>[OH:19][C:9]([C:6]1[CH:7]=[CH:8][C:3]([O:2][CH3:1])=[CH:4][C:5]=1[S:20][CH3:21])([CH2:6][CH2:7][CH2:8][CH2:3][CH:4]=[CH2:5])[CH2:10][C:11]1[CH:16]=[CH:15][C:14]([O:17][CH3:18])=[CH:13][CH:12]=1. Reported procedure: In this case absolute tetrahydrofuran is used as the solvent for preparation of the Grignard reagent. 6-bromine-1-hexen and 1-(4-methoxy-2-methylthiophenyl)-2-(4-methoxyphenyl)ethanon (71) are used as educts. Starting materials: C=1N=C(C2=C(N1)N(C=N2)[C@H]3[C@@H]([C@H]4[C@H](O3)COP(=O)(O4)O)O)N (cAMP), C1=NC2=C(N1[C@H]3[C@@H]([C@H]4[C@H](O3)COP(=O)(O4)O)O)NC(=NC2=O)N (cGMP). Yields the product C1=NC2=C(C(=N1)N)N=CN2[C@H]3[C@@H]([C@@H]([C@H](O3)COP(=O)(O)O)O)O (5'-AMP), C1=NC2=C(N1[C@H]3[C@@H]([C@@H]([C@H](O3)COP(=O)(O)O)O)O)NC(=NC2=O)N (5'-GMP). As a reaction SMILES: [CH:1]1[N:2]=[C:3]([NH2:22])[C:4]2[N:9]=[CH:8][N:7]([C@@H:10]3[O:14][C@@H:13]4[CH2:15][O:16][P:17]([OH:20])([O:19][C@H:12]4[C@H:11]3[OH:21])=[O:18])[C:5]=2[N:6]=1.[CH:23]1[N:27]([C@@H:28]2[O:32][C@@H:31]3[CH2:33][O:34][P:35]([OH:38])([O:37][C@H:30]3[C@H:29]2[OH:39])=[O:36])[C:26]2[NH:40][C:41]([NH2:45])=[N:42][C:43](=[O:44])[C:25]=2[N:24]=1>>[CH:1]1[N:2]=[C:3]([NH2:22])[C:4]2[N:9]=[CH:8][N:7]([C@@H:10]3[O:14][C@H:13]([CH2:15][O:16][P:17]([OH:20])([OH:19])=[O:18])[C@@H:12]([OH:32])[C@H:11]3[OH:21])[C:5]=2[N:6]=1.[CH:23]1[N:27]([C@@H:28]2[O:32][C@H:31]([CH2:33][O:34][P:35]([OH:38])([OH:37])=[O:36])[C@@H:30]([OH:14])[C@H:29]2[OH:39])[C:26]2[NH:40][C:41]([NH2:45])=[N:42][C:43](=[O:44])[C:25]=2[N:24]=1. Procedure: The enzyme of the present invention isolated and purified from rat cerebral cortex in Example was acted on [8-3H] cAMP and [8-3H] cGMP as substrates to form [8-3H] 5'-AMP and [8-3H] 5'-GMP, respectively. The products were reacted with 5'-nucleotidase to form [8-3H] adenosine and [8-3H] guanosine, respectively. These products were separated from each other on a cation exchange resin column (AG50 W-X4, Bio-Rad) to assay for the radioactivity. The assay was carried out in a manner similar to that o...